From a dataset of the Open Reaction Database (ORD), a public repository of structured organic reaction records. describe an organic reaction: reactants, conditions, products, and yield The reactants are NC(C(O)C1=CC(=CC=C1)Cl)CC1=CC=C(C=C1)OC(C)(C)C ((1RS,2SR)-2-amino-3-(4-tert-butoxyphenyl)-1-(3-chlorophenyl)propan-1-ol), C=1(C=CC=C2C1C=CCCC2)C(=O)O (6,7-dihydro-5H-benzo[a]cycloheptene-1-carboxylic acid), Cl.C(C)N=C=NCCCN(C)C (1-ethyl-3-(3-dimethylaminopropyl)carbodiimide hydrochloride), O.ON1N=NC2=C1C=CC=C2 (1-hydroxybenzotriazole hydrate). Solvent: O (water), C(C)#N (acetonitrile). Run at time 8 hour. Product: C(C)(C)(C)OC1=CC=C(CC(C(O)C2=CC(=CC=C2)Cl)NC(=O)C=2C=CC=C3C2C=CCCC3)C=C1 (N-[(1RS,2SR)-1-(4-tert-butoxybenzyl)-2-(3-chlorophenyl)-2-hydroxyethyl]-6,7-dihydro-5H-benzo[a][7]annulene-1-carboxamide). As a reaction SMILES: [NH2:1][CH:2]([CH2:12][C:13]1[CH:18]=[CH:17][C:16]([O:19][C:20]([CH3:23])([CH3:22])[CH3:21])=[CH:15][CH:14]=1)[CH:3]([C:5]1[CH:10]=[CH:9][CH:8]=[C:7]([Cl:11])[CH:6]=1)[OH:4].[C:24]1([C:35](O)=[O:36])[CH:25]=[CH:26][CH:27]=[C:28]2[CH2:34][CH2:33][CH2:32][CH:31]=[CH:30][C:29]=12.Cl.C(N=C=NCCCN(C)C)C.O.ON1C2C=CC=CC=2N=N1>C(#N)C.O>[C:20]([O:19][C:16]1[CH:15]=[CH:14][C:13]([CH2:12][CH:2]([NH:1][C:35]([C:24]2[CH:25]=[CH:26][CH:27]=[C:28]3[CH2:34][CH2:33][CH2:32][CH:31]=[CH:30][C:29]=23)=[O:36])[CH:3]([C:5]2[CH:10]=[CH:9][CH:8]=[C:7]([Cl:11])[CH:6]=2)[OH:4])=[CH:18][CH:17]=1)([CH3:23])([CH3:22])[CH3:21] |f:2.3,4.5|. Procedure: To a solution of (1RS,2SR)-2-amino-3-(4-tert-butoxyphenyl)-1-(3-chlorophenyl)propan-1-ol (300 mg, 0.90 mmol) in acetonitrile (20 ml) were added 6,7-dihydro-5H-benzo[a]cycloheptene-1-carboxylic acid (169 mg, 0.90 mmol), 1-ethyl-3-(3-dimethylaminopropyl)carbodiimide hydrochloride (258 mg, 1.35 mmol) and 1-hydroxybenzotriazole hydrate (138 mg, 0.90 mmol), and the mixture was stirred overnight at room temperature. The reaction solution was diluted with water (100 ml) and extracted with ethyl acetate... The reactants are ClC1=NC=CC(=C1)C1=NC(=CC(=N1)C(F)(F)F)C1=CC=C(C=C1)C(F)(F)F (2-(2-chloro-pyridin-4-yl)-4-trifluoromethyl-6-(4-trifluoromethyl-phenyl)-pyrimidine), CS(=O)(=O)C=1C=C(C=CC1)B(O)O (3-methanesulfonyl-phenylboronic acid). Product: CS(=O)(=O)C=1C=C(C=CC1)C1=NC=CC(=C1)C1=NC(=CC(=N1)C(F)(F)F)C1=CC=C(C=C1)C(F)(F)F (2-[2-(3-Methanesulfonyl-phenyl)-pyridin-4-yl]-4-trifluoromethyl-6-(4-trifluoromethyl-phenyl)-pyrimidine), solid. Isolated yield 77.0%. Reaction SMILES: Cl[C:2]1[CH:7]=[C:6]([C:8]2[N:13]=[C:12]([C:14]([F:17])([F:16])[F:15])[CH:11]=[C:10]([C:18]3[CH:23]=[CH:22][C:21]([C:24]([F:27])([F:26])[F:25])=[CH:20][CH:19]=3)[N:9]=2)[CH:5]=[CH:4][N:3]=1.[CH3:28][S:29]([C:32]1[CH:33]=[C:34](B(O)O)[CH:35]=[CH:36][CH:37]=1)(=[O:31])=[O:30]>>[CH3:28][S:29]([C:32]1[CH:37]=[C:36]([C:2]2[CH:7]=[C:6]([C:8]3[N:13]=[C:12]([C:14]([F:17])([F:16])[F:15])[CH:11]=[C:10]([C:18]4[CH:23]=[CH:22][C:21]([C:24]([F:27])([F:26])[F:25])=[CH:20][CH:19]=4)[N:9]=3)[CH:5]=[CH:4][N:3]=2)[CH:35]=[CH:34][CH:33]=1)(=[O:31])=[O:30]. Procedure: The title compound was prepared from 2-(2-chloro-pyridin-4-yl)-4-trifluoromethyl-6-(4-trifluoromethyl-phenyl)-pyrimidine (example E.6) (0.404 g, 1.0 mmol) and commercially available 3-methanesulfonyl-phenylboronic acid (0.22 g, 1.1 mmol) according to the general procedure VI. Obtained as a white solid (0.4 g, 77%). MS (ISP) 524.0 [(M+H)+]; mp 238.5° C. The reactants are C(Cl)Cl.CO.[NH4+].[OH-] (DCM MeOH NH4OH), FC1=CN=C2C(C=CNC2=C1)=O (7-fluoro-1,5-naphthyridin-4(1H)-one), O=P(Cl)(Cl)Cl (POCl3), [OH-].[Na+] (NaOH). Run in C(Cl)Cl (DCM). Run at temperature 110 celsius, time 16 hour. Yields the product ClC=1C=CN=C2C=C(C=NC12)F (8-chloro-3-fluoro-1,5-naphthyridine). The yield is 64.3%. RXN SMILES: [F:1][C:2]1[CH:11]=[C:10]2[C:5]([C:6](=O)[CH:7]=[CH:8][NH:9]2)=[N:4][CH:3]=1.O=P(Cl)(Cl)[Cl:15].[OH-].[Na+].C(Cl)Cl.CO.[NH4+].[OH-]>C(Cl)Cl>[Cl:15][C:6]1[CH:7]=[CH:8][N:9]=[C:10]2[C:5]=1[N:4]=[CH:3][C:2]([F:1])=[CH:11]2 |f:2.3,4.5.6.7|. Procedure details: A pressure resistant vial was charged with 7-fluoro-1,5-naphthyridin-4(1H)-one (600 mg, 3.66 mmol) and POCl3 (6.8 mL, 73.1 mmol). Vessel sealed and stirred at 110° C. for 16 hrs. Reaction mixture was cooled to room temperature and poured onto ice while stirring vigorously. While keeping reaction mixture at 0° C., it was basified to pH˜8 with 6N NaOH. Product extracted with dichloromethane. Organic layer collected, dried over sodium sulfate and concentrated to afford desired material. This was pa... The reactants are O1C(CCCC1)O[C@@H]1CC([C@H](CCCCCCC(=O)OC)[C@H]1C=C[C@H]([C@@](CCCC)(OC)C)OC1OCCCC1)=O ((8R,11R,12R,15R,16R)11,15-DITETRAHYDROPYRANYLOXY-16-METHYL-16-METHOXY-9-OXO-PROST -13-EN-1-OIC ACID, METHYL ESTER), C(=O)(O)[O-].[Na+] (NaHCO3). Solvent: C(=O)O (formic acid), O (H2O), C1CCOC1 (THF), O (H2O). The product is O[C@@H]1CC([C@H](CCCCCCC(=O)OC)[C@H]1C=C[C@H]([C@@](CCCC)(OC)C)O)=O ((8R,11R,12R,15R,16R)-11,15-dihydroxy-16-methyl-l6-methoxy-9-oxo-prost-13-en-1-oic acid, methyl ester). Reaction SMILES: O1CCCCC1[O:7][C@H:8]1[C@H:22]([CH:23]=[CH:24][C@@H:25]([O:34]C2CCCCO2)[C@:26]([CH3:33])([O:31][CH3:32])[CH2:27][CH2:28][CH2:29][CH3:30])[C@@H:11]([CH2:12][CH2:13][CH2:14][CH2:15][CH2:16][CH2:17][C:18]([O:20][CH3:21])=[O:19])[C:10](=[O:41])[CH2:9]1.C([O-])(O)=O.[Na+]>C(O)=O.O.C1COCC1>[OH:7][C@H:8]1[C@H:22]([CH:23]=[CH:24][C@@H:25]([OH:34])[C@:26]([CH3:33])([O:31][CH3:32])[CH2:27][CH2:28][CH2:29][CH3:30])[C@@H:11]([CH2:12][CH2:13][CH2:14][CH2:15][CH2:16][CH2:17][C:18]([O:20][CH3:21])=[O:19])[C:10](=[O:41])[CH2:9]1 |f:1.2|. Procedure details: A solution of the crude bis tetrahydropyranyl ether of Step C in formic acid, (16 ml), H2O (30 ml) and THF (35 ml) is stirred for 24 h at room temperature. The mixture is cooled in an ice-water bath, H2O (30 ml) is added, and solid NaHCO3 is added till a pH of 7 is reached. The aqueous layer is extracted with ether, the combined organic layers are washed with saturated NaHCO3 and brine, dried over MgSO4 and concentrated in vacuo. Column chromatograph separation on silica gel, eluting with 2% MeO... Reactants: C(C1=CC=CC=C1)N (benzylamine), Cl (Hydrogen Chloride), ClC=1C=C(C(=O)O)C=CC1.C1(=CC=CC=C1)C1=C(NN=C1)C1=CNC2=[N+](C=CC=C21)[O-] (3-(4-phenyl-2H-pyrazol-3-yl)-1H-pyrrolo[2,3-b]pyridine 7-oxide meta-chlorobenzoate salt), COS(=O)(=O)OC (dimethylsulfate), C(C1=CC=CC=C1)N (benzylamine). The solvent is CCOC(=O)C (EtOAc), CO (methanol), C(C)#N (acetonitrile). Reaction conditions: temperature 60 celsius, time 7 hour. The product is Cl.Cl.C(C1=CC=CC=C1)NC1=CC=C2C(=N1)NC=C2C=2NN=CC2C2=CC=CC=C2 (benzyl-[3-(4-phenyl-2H-pyrazol-3-yl)-1H-pyrrolo[2,3-b]pyridin-6-yl]amine dihydrochloride). Isolated yield 2.0%. As a reaction SMILES: [Cl:1]C1C=C(C=CC=1)C(O)=O.[C:11]1([C:17]2[CH:21]=[N:20][NH:19][C:18]=2[C:22]2[C:30]3[C:25](=[N+:26]([O-])[CH:27]=[CH:28][CH:29]=3)[NH:24][CH:23]=2)[CH:16]=[CH:15][CH:14]=[CH:13][CH:12]=1.COS(OC)(=O)=O.[CH2:39]([NH2:46])[C:40]1[CH:45]=[CH:44][CH:43]=[CH:42][CH:41]=1.[ClH:47]>C(#N)C.CCOC(C)=O.CO>[ClH:1].[ClH:47].[CH2:39]([NH:46][C:27]1[N:26]=[C:25]2[NH:24][CH:23]=[C:22]([C:18]3[NH:19][N:20]=[CH:21][C:17]=3[C:11]3[CH:16]=[CH:15][CH:14]=[CH:13][CH:12]=3)[C:30]2=[CH:29][CH:28]=1)[C:40]1[CH:45]=[CH:44][CH:43]=[CH:42][CH:41]=1 |f:0.1,8.9.10|. Procedure details: To a solution of 3-(4-phenyl-2H-pyrazol-3-yl)-1H-pyrrolo[2,3-b]pyridine 7-oxide meta-chlorobenzoate salt (247 mg, 0.57 mmol) in acetonitrile (3 mL) was added dimethylsulfate (124 mg, 0.98 mmol) and the mixture heated to 60° C. for 16 hours. After this time the reaction was cooled to room temperature and benzylamine (490 mg, 4.57 mmol) added. The reaction was then reheated to 55° C. and held at this temperature for 7 hours. Additional benzylamine (245 mg, 2.28 mmol) was then added and heating con... Starting materials: Cl (HCl), N1(CCOCC1)CP(O)(O)=O (4-morpholinylmethylphosphonic acid), solution, [OH-].[Na+] (NaOH). The solvent is O (H2O). Conditions: temperature 275 celsius. Yields the product P(=O)(O)(O)CNCC(=O)O (N-phosphonomethylglycine), NCP(O)(O)=O (aminomethylphosphonic acid), OCCNCP(O)(O)=O (N-(2-hydroxyethyl)aminomethylphosphonic acid). Yield: 19.6%. RXN SMILES: [N:1]1([CH2:7][P:8](=[O:11])([OH:10])[OH:9])[CH2:6][CH2:5][O:4][CH2:3][CH2:2]1.[OH-:12].[Na+].Cl>O>[P:8]([CH2:7][NH:1][CH2:6][C:5]([OH:12])=[O:4])([OH:9])([OH:10])=[O:11].[NH2:1][CH2:7][P:8](=[O:9])([OH:11])[OH:10].[OH:4][CH2:3][CH2:2][NH:1][CH2:7][P:8](=[O:9])([OH:11])[OH:10] |f:1.2|. Procedure: In a 100 mL Monel autoclave were mixed 4.0 g (22 mmol) of 4-morpholinylmethylphosphonic acid and 26.3 g (330 mmol) of a 50.3% solution of NaOH. The vessel was sealed and heated to 275° C. for four hours. The reaction was cooled to room temperature and the residual pressure generated by the reaction was vented off. The reaction mixture was a white slurry which was diluted with 10 mL of H2O and neutralized with 27.2 mL (330 mmol) of conc. HCl. This solution was concentrated to dryness. The residue... Reactants: C([O-])([O-])=O.[Zn+2] (zinc carbonate), C(\C=C\C=C\C)(=O)O (sorbic acid), C(=O)=O (CO2). Run in C(C)O (ethanol). Reaction conditions: time 24 hour. Product: C(\C=C\C=C\C)(=O)[O-].[Zn+2].C(\C=C\C=C\C)(=O)[O-] (zinc sorbate). Reaction SMILES: [C:1]([OH:8])(=[O:7])/[CH:2]=[CH:3]/[CH:4]=[CH:5]/[CH3:6].C(=O)([O-])[O-].[Zn+2:13].C(=O)=O>C(O)C>[C:1]([O-:8])(=[O:7])/[CH:2]=[CH:3]/[CH:4]=[CH:5]/[CH3:6].[Zn+2:13].[C:1]([O-:8])(=[O:7])/[CH:2]=[CH:3]/[CH:4]=[CH:5]/[CH3:6] |f:1.2,5.6.7|. Procedure: 224 g sorbic acid were added to 1,000 ml ethanol. While stirring, 117 g basic zinc carbonate was added incrementally at room temperature. The mixture formed a readily stirrable suspension. At room temperature, stirring was continued and, after a short delay, the formation of CO2 started which showed that the reaction was occurring. After 24 hours, enough zinc sorbate had formed so that a firm mass had formed. In a rotary evaporator, the ethanol was drawn off at 60° under vacuum. A white mass of ... Starting materials: FC1=C(C=CC(=C1)I)NC=1N(C(C(=C2N(C(N(C(C21)=O)CC2=CC=C(C=C2)OC)=O)C=2C=C(C(=O)O)C=CC2)C)=O)C (3-(5-((2-fluoro-4-iodophenyl)amino)-3-(4-methoxybenzyl)-6,8-dimethyl-2,4,7-trioxo-3,4,6,7-tetrahydropyrido[4,3-d]pyrimidin-1(2H)-yl)benzoic acid), N1(CCNCC1)C(=O)OC(C)(C)C (tert-butyl piperazine-1-carboxylate), CCN(C(C)C)C(C)C (Hunig's base), C(CCl)Cl (EDC), C=1C=CC2=C(C1)N=NN2O (HOBT). The solvent is C1CCOC1 (THF). Reaction conditions: temperature 0 celsius, time 2 hour. Product: FC1=C(C=CC(=C1)I)NC=1N(C(C(=C2N(C(N(C(C21)=O)CC2=CC=C(C=C2)OC)=O)C=2C=C(C(=O)N1CCN(CC1)C(=O)OC(C)(C)C)C=CC2)C)=O)C (tert-butyl 4-(3-(5-((2-fluoro-4-iodophenyl)amino)-3-(4-methoxybenzyl)-6,8-dimethyl-2,4,7-trioxo-3,4,6,7-tetrahydropyrido[4,3-d]pyrimidin-1(2H)-yl)benzoyl)piperazine-1-carboxylate). As a reaction SMILES: [F:1][C:2]1[CH:7]=[C:6]([I:8])[CH:5]=[CH:4][C:3]=1[NH:9][C:10]1[N:11]([CH3:42])[C:12](=[O:41])[C:13]([CH3:40])=[C:14]2[C:19]=1[C:18](=[O:20])[N:17]([CH2:21][C:22]1[CH:27]=[CH:26][C:25]([O:28][CH3:29])=[CH:24][CH:23]=1)[C:16](=[O:30])[N:15]2[C:31]1[CH:32]=[C:33]([CH:37]=[CH:38][CH:39]=1)[C:34]([OH:36])=O.C(Cl)CCl.C1C=CC2N(O)N=NC=2C=1.[N:57]1([C:63]([O:65][C:66]([CH3:69])([CH3:68])[CH3:67])=[O:64])[CH2:62][CH2:61][NH:60][CH2:59][CH2:58]1.CCN(C(C)C)C(C)C>C1COCC1>[F:1][C:2]1[CH:7]=[C:6]([I:8])[CH:5]=[CH:4][C:3]=1[NH:9][C:10]1[N:11]([CH3:42])[C:12](=[O:41])[C:13]([CH3:40])=[C:14]2[C:19]=1[C:18](=[O:20])[N:17]([CH2:21][C:22]1[CH:23]=[CH:24][C:25]([O:28][CH3:29])=[CH:26][CH:27]=1)[C:16](=[O:30])[N:15]2[C:31]1[CH:32]=[C:33]([CH:37]=[CH:38][CH:39]=1)[C:34]([N:60]1[CH2:59][CH2:58][N:57]([C:63]([O:65][C:66]([CH3:69])([CH3:68])[CH3:67])=[O:64])[CH2:62][CH2:61]1)=[O:36]. Procedure details: To a stirred solution of 3-(5-((2-fluoro-4-iodophenyl)amino)-3-(4-methoxybenzyl)-6,8-dimethyl-2,4,7-trioxo-3,4,6,7-tetrahydropyrido[4,3-d]pyrimidin-1(2H)-yl)benzoic acid (1 g, 1.465 mmol), EDC (0.421 g, 2.198 mmol), HOBT (0.337 g, 2.198 mmol) and tert-butyl piperazine-1-carboxylate (0.409 g, 2.198 mmol) in THF (5 ml); cooled to 0° C., was added Hunig's base (0.512 ml, 2.93 mmol). The resulting mixture was stirred under N2 atm for 2 h at room temperature. The solvent was evaporated in vacuo and t... Reactants: C(#N)[BH3-].[Na+] (sodium cyanoborohydride), N1CCC(CC1)C(=O)N (piperidine-4-carboxamide), CO (MeOH), C(C)(=O)O (acetic acid). Run at temperature 60 celsius, time 8 hour. The product is C1(CC1)N1CCC(CC1)C(=O)N (1-cyclopropylpiperidine-4-carboxamide). The yield is 121.9%. RXN SMILES: [NH:1]1[CH2:6][CH2:5][CH:4]([C:7]([NH2:9])=[O:8])[CH2:3][CH2:2]1.CO.[C:12](O)(=O)[CH3:13].[C:16]([BH3-])#N.[Na+]>>[CH:13]1([N:1]2[CH2:6][CH2:5][CH:4]([C:7]([NH2:9])=[O:8])[CH2:3][CH2:2]2)[CH2:12][CH2:16]1 |f:3.4|. Reported procedure: To a solution of piperidine-4-carboxamide (1 g, 7.8 mmol) in MeOH (80 mL) 1-ethoxy-1-trimethylsilyloxycyclopropane (2.35 mL, 11.7 mmol, 1.5 eq) was added, followed by acetic acid (1.34 mL, 23.4 mmol, 3 eq) and sodium cyanoborohydride (923 mg, 12.48 mmol, 1.6 eq) and the mixture was stirred at 60° C. overnight. The solvent was then concentrated under reduced pressure and the residue was purified by flash chromatography on silica gel (DCM/MeOH/NH3 7 N in MeOH 90:9:1) affording 1.6 g of 1-cycloprop... Conditions: time 14 hour. Reactants: ClC1=CC=C(C=C1)C1=NC2=C(N1C(C(=O)O)C1CCCCC1)C=C(C(=C2)F)F ((−)-[2-(4-chloro-phenyl)-5,6-difluoro-benzoimidazol-1-yl]-cyclohexyl-acetic acid), [Cl-].[NH4+] (ammonium chloride), C(C)N(C(C)C)C(C)C (ethyl diisopropylamine), O.ON1N=NC2=C1C=CC=C2 (N-hydroxybenzotriazole monohydrate), Cl.CN(CCCN=C=NCC)C (N-(3-dimethylaminopropyl)-N′-ethylcarbodiimide hydrochloride). Procedure: To a turbid solution of 1 g (2.47 mMol) (−)-[2-(4-chloro-phenyl)-5,6-difluoro-benzoimidazol-1-yl]-cyclohexyl-acetic acid in 15 ml N,N-dimethyl formamide were added 0.264 g (4.94 mmol) ammonium chloride, 0.42 ml (2.47 mmol) ethyl diisopropylamine, 0.378 g (2.47 mmol) N-hydroxybenzotriazole monohydrate and 0.947 g (4.94 mmol) N-(3-dimethylaminopropyl)-N′-ethylcarbodiimide hydrochloride. The reaction mixture is stirred for 14 h at room temperature and then poured onto water. The phases were separat... The solvent is CN(C=O)C (N,N-dimethyl formamide). RXN SMILES: [Cl:1][C:2]1[CH:7]=[CH:6][C:5]([C:8]2[N:12]([CH:13]([CH:17]3[CH2:22][CH2:21][CH2:20][CH2:19][CH2:18]3)[C:14](O)=[O:15])[C:11]3[CH:23]=[C:24]([F:28])[C:25]([F:27])=[CH:26][C:10]=3[N:9]=2)=[CH:4][CH:3]=1.[Cl-].[NH4+].C([N:33](C(C)C)C(C)C)C.O.ON1C2C=CC=CC=2N=N1.Cl.CN(C)CCCN=C=NCC>CN(C)C=O>[Cl:1][C:2]1[CH:3]=[CH:4][C:5]([C:8]2[N:12]([CH:13]([CH:17]3[CH2:18][CH2:19][CH2:20][CH2:21][CH2:22]3)[C:14]([NH2:33])=[O:15])[C:11]3[CH:23]=[C:24]([F:28])[C:25]([F:27])=[CH:26][C:10]=3[N:9]=2)=[CH:6][CH:7]=1 |f:1.2,4.5,6.7|. Product: ClC1=CC=C(C=C1)C1=NC2=C(N1C(C(=O)N)C1CCCCC1)C=C(C(=C2)F)F ((−)-2-[2-(4-Chloro-phenyl)-5,6-difluoro-benzoimidazol-1-yl]-2-cyclohexyl-acetamide).